The task is: describe an organic reaction: reactants, conditions, products, and yield. This data is from the Open Reaction Database (ORD), a public repository of structured organic reaction records. Product: CNC(C[N+](=O)[O-])SC. As a reaction SMILES: [CH3:14][NH:15][C:16](=[CH:17][N+:18](=[O:19])[O-:20])[S:21][CH3:22].[CH3:1][NH:2][CH2:3][c:4]1[o:5][c:6]([CH2:7][S:8][CH2:9][CH2:10][NH2:11])[cH:12][cH:13]1.[CH3:23][C:24](=[O:25])[CH3:26].[OH2:27]>>[CH3:14][NH:15][CH:16]([CH2:17][N+:18](=[O:19])[O-:20])[S:21][CH3:22]. The reactants are CNC(=C[N+](=O)[O-])SC, CNCc1ccc(CSCCN)o1, CC(C)=O, O.